Dataset: the Open Reaction Database (ORD), a public repository of structured organic reaction records. Task: describe an organic reaction: reactants, conditions, products, and yield Starting materials: C1(=CC=C(C=C1)S(=O)(=O)O)C (p-toluenesulphonic acid), C(C)(=O)NC=1SC(=CN1)C1=C(N2C(C(C2SC1)NC(=O)OC(C)(C)C)=O)C(=O)OC(C1=CC=CC=C1)C1=CC=CC=C1 (3-(2-Acetamidothiazol-5-yl)-2-benzhydryloxycarbonyl-7-t-butoxycarbonylamino-8-oxo-5-thia-1-azabicyclo[4.2.0]oct-2-ene), C1(=CC=C(C=C1)S(=O)(=O)O)C (p-toluenesulphonic acid). The solvent is C(C)#N (acetonitrile), C(C)#N (acetonitrile). Product: C(C)(=O)NC=1SC(=CN1)C1=C(N2C(C(C2SC1)N)=O)C(=O)OC(C1=CC=CC=C1)C1=CC=CC=C1 (3-(2-acetamidothiazol-5-yl)-7-amino-2-benzhydryloxycarbonyl-8-oxo-5-thia-1-azabicyclo[4.2.0]oct-2-ene). Isolated yield 85.9%. As a reaction SMILES: [C:1]([NH:4][C:5]1[S:6][C:7]([C:10]2[CH2:17][S:16][CH:15]3[N:12]([C:13](=[O:26])[CH:14]3[NH:18]C(OC(C)(C)C)=O)[C:11]=2[C:27]([O:29][CH:30]([C:37]2[CH:42]=[CH:41][CH:40]=[CH:39][CH:38]=2)[C:31]2[CH:36]=[CH:35][CH:34]=[CH:33][CH:32]=2)=[O:28])=[CH:8][N:9]=1)(=[O:3])[CH3:2].C1(C)C=CC(S(O)(=O)=O)=CC=1>C(#N)C>[C:1]([NH:4][C:5]1[S:6][C:7]([C:10]2[CH2:17][S:16][CH:15]3[N:12]([C:13](=[O:26])[CH:14]3[NH2:18])[C:11]=2[C:27]([O:29][CH:30]([C:37]2[CH:42]=[CH:41][CH:40]=[CH:39][CH:38]=2)[C:31]2[CH:32]=[CH:33][CH:34]=[CH:35][CH:36]=2)=[O:28])=[CH:8][N:9]=1)(=[O:3])[CH3:2]. Procedure details: 3-(2-Acetamidothiazol-5-yl)-2-benzhydryloxycarbonyl-7-t-butoxycarbonylamino-8-oxo-5-thia-1-azabicyclo[4.2.0]oct-2-ene (4.6 g) is dissolved in acetonitrile (190 cc) at 35° C. and treated with a solution of p-toluenesulphonic acid (monohydrate) (2.9 g) in acetonitrile (20 cc) for 3 hours at 35° C., for 16 hours at 25° C. and then for a further 6 hours at 35° C. after the addition of p-toluenesulphonic acid (monohydrate) (0.95 g). The reaction mixture is partially concentrated under reduced pressur... The reactants are NC1=NC(=CN=C1)Cl (2-amino-6-chloropyrazine), FC1=CC=C(C=C1)B(O)O (4-fluorobenzeneboronic acid). Product: FC1=CC=C(C=C1)C1=CN=CC(=N1)N (6-(4-Fluoro-phenyl)-pyrazin-2-ylamine), solid. Isolated yield 91.0%. As a reaction SMILES: [NH2:1][C:2]1[CH:7]=[N:6][CH:5]=[C:4](Cl)[N:3]=1.[F:9][C:10]1[CH:15]=[CH:14][C:13](B(O)O)=[CH:12][CH:11]=1>>[F:9][C:10]1[CH:15]=[CH:14][C:13]([C:4]2[N:3]=[C:2]([NH2:1])[CH:7]=[N:6][CH:5]=2)=[CH:12][CH:11]=1. Reported procedure: Prepared in analogy to example 1d, starting from 2-amino-6-chloropyrazine and 4-fluorobenzeneboronic acid. The title compound was obtained as a slightly brown solid (yield: 91%). Starting materials: FC(COC1=CC=C(C=N1)C(C)N)(F)F (1-[6-(2,2,2-trifluoroethoxy)pyridin-3-yl]ethanamine), ClC1=NC=C(C#N)C=C1 (6-chloronicotinonitrile), FC(CO)(C(F)F)F (2,2,3,3-tetrafluoropropan-1-ol). The product is FC(COC1=CC=C(C=N1)C(C)N)F (1-[6-(2,2-difluoroethoxy)pyridin-3-yl]ethanamine). Reaction SMILES: [F:1][C:2](F)([F:14])[CH2:3][O:4][C:5]1[N:10]=[CH:9][C:8]([CH:11]([NH2:13])[CH3:12])=[CH:7][CH:6]=1.ClC1C=CC(C#N)=CN=1.FC(F)(C(F)F)CO>>[F:14][CH:2]([F:1])[CH2:3][O:4][C:5]1[N:10]=[CH:9][C:8]([CH:11]([NH2:13])[CH3:12])=[CH:7][CH:6]=1. Procedure details: The title compound was synthesised according to the 2-step procedure described for the synthesis of 1-[6-(2,2,2-trifluoroethoxy)pyridin-3-yl]ethanamine starting from 6-chloronicotinonitrile and 2,2,3,3-tetrafluoropropan-1-ol. The reagents and catalysts are C=1C=CC(=CC1)/C=C/C(=O)/C=C/C2=CC=CC=C2.C=1C=CC(=CC1)/C=C/C(=O)/C=C/C2=CC=CC=C2.C=1C=CC(=CC1)/C=C/C(=O)/C=C/C2=CC=CC=C2.[Pd].[Pd] (Pd2(dba)3). Yields the product [N+](=O)([O-])C=1C=C(C=CC1[N+](=O)[O-])N1CCN(CC1)C(=O)OC(C)(C)C (tert-Butyl 4-(3,4-dinitrophenyl)piperazine-1-carboxylate). The reactants are C(=O)(OC(C)(C)C)N1CCNCC1 (1-boc-piperazine), C(=O)([O-])[O-].[Cs+].[Cs+] (Cs2CO3), C1(=CC=CC=C1)P(C1=C(C2=CC=CC=C2C=C1)C1=C(C=CC2=CC=CC=C12)P(C1=CC=CC=C1)C1=CC=CC=C1)C1=CC=CC=C1 (rac-2,2′bis(diphenylphosphino)-1,1′-binaphthyl), BrC1=CC(=C(C=C1)[N+](=O)[O-])[N+](=O)[O-] (4-Bromo-1,2-dinitrobenzene). Run in C1(=CC=CC=C1)C (toluene). Procedure details: To an oven-dried flask, 1-boc-piperazine (1.59 g, 8.5 mmol), Cs2CO3 (2.91 g, 8.93 mmol), Pd2(dba)3 (0.72 g, 0.78 mmol), rac-2,2′bis(diphenylphosphino)-1,1′-binaphthyl (0.44 g, 0.71 mmol), toluene (6 mL) and compound 24 (1.76 g, 7.14 mmol) were added. While stirring the reaction mixture at room temperature, the air in the flask was removed and replaced by N2. This process was repeated three times. The reaction mixture was further stirred at room temperature for 0.5 h. Ethyl acetate (50 mL) was ad... Yield: 78.0%. As a reaction SMILES: [C:1]([N:8]1[CH2:13][CH2:12][NH:11][CH2:10][CH2:9]1)([O:3][C:4]([CH3:7])([CH3:6])[CH3:5])=[O:2].C([O-])([O-])=O.[Cs+].[Cs+].C1(P(C2C=CC=CC=2)C2C=CC3C(=CC=CC=3)C=2C2C3C(=CC=CC=3)C=CC=2P(C2C=CC=CC=2)C2C=CC=CC=2)C=CC=CC=1.Br[C:67]1[CH:72]=[CH:71][C:70]([N+:73]([O-:75])=[O:74])=[C:69]([N+:76]([O-:78])=[O:77])[CH:68]=1>C1C=CC(/C=C/C(/C=C/C2C=CC=CC=2)=O)=CC=1.C1C=CC(/C=C/C(/C=C/C2C=CC=CC=2)=O)=CC=1.C1C=CC(/C=C/C(/C=C/C2C=CC=CC=2)=O)=CC=1.[Pd].[Pd].C1(C)C=CC=CC=1>[N+:73]([C:70]1[CH:71]=[C:72]([N:11]2[CH2:10][CH2:9][N:8]([C:1]([O:3][C:4]([CH3:7])([CH3:6])[CH3:5])=[O:2])[CH2:13][CH2:12]2)[CH:67]=[CH:68][C:69]=1[N+:76]([O-:78])=[O:77])([O-:75])=[O:74] |f:1.2.3,6.7.8.9.10|. Starting materials: BrC=1C=C(C(=C(C(=O)O)C1)O)C (5-Bromo-2-hydroxy-3-methylbenzoic acid), CN(C=O)C (dimethylformamide), IC (iodomethane), C([O-])([O-])=O.[K+].[K+] (potassium carbonate). Run at time 16 hour. Yields the product BrC=1C=C(C(=C(C(=O)OC)C1)OC)C (Methyl 5-bromo-2-methoxy-3-methylbenzoate). RXN SMILES: [Br:1][C:2]1[CH:3]=[C:4]([CH3:12])[C:5](O)=[C:6]([CH:10]=1)[C:7]([OH:9])=[O:8].IC.[C:15](=O)([O-])[O-].[K+].[K+].CN(C)[CH:23]=[O:24]>>[Br:1][C:2]1[CH:3]=[C:4]([CH3:12])[C:5]([O:24][CH3:23])=[C:6]([CH:10]=1)[C:7]([O:9][CH3:15])=[O:8] |f:2.3.4|. Procedure details: 5-Bromo-2-hydroxy-3-methylbenzoic acid (2.8 g, 12.1 mmol), iodomethane (1.97 mL, 31.6 mmol) and potassium carbonate (16.9 g, 123 mmol) were combined in dimethylformamide (30 mL). After stirring at room temperature for 16 h, the solvent was removed in vacuo and the crude product dissolved in ethyl acetate, which was washed with water (2×), then brine (2×), dried over sodium sulfate, and concentrated. Flash chromatography on silica gel (10% ethyl acetate/hexanes) gave 2.26 g (72%). 1H-NMR (CDCl3, ... The reactants are CCOC(=O)n1c(=O)n(-c2cnn(Cc3c(C)noc3C)c2)c(=O)n1C, CC#N, Cl, [Na+], CN(C)C=O, [OH-]. The product is Cc1noc(C)c1Cn1cc(-n2c(=O)[nH]n(C)c2=O)cn1. RXN SMILES: [CH3:1][c:2]1[n:3][o:4][c:5]([CH3:26])[c:6]1[CH2:7][n:8]1[n:9][cH:10][c:11](-[n:13]2[c:14](=[O:25])[n:15]([CH3:24])[n:16]([C:19]([O:20][CH2:21][CH3:22])=[O:23])[c:17]2=[O:18])[cH:12]1.[CH3:35][C:36]#[N:37].[ClH:29].[Na+:28].[O:30]=[CH:31][N:32]([CH3:33])[CH3:34].[OH-:27]>>[CH3:1][c:2]1[n:3][o:4][c:5]([CH3:26])[c:6]1[CH2:7][n:8]1[n:9][cH:10][c:11](-[n:13]2[c:14](=[O:25])[n:15]([CH3:24])[nH:16][c:17]2=[O:18])[cH:12]1.